Dataset: the Open Reaction Database (ORD), a public repository of structured organic reaction records. Task: describe an organic reaction: reactants, conditions, products, and yield The reactants are isomeric mixture, C1(=CC=CC=C1)C (toluene), mixture, ClC1=C(CC2=C(C=CC(=C2)C(C)(C)C)C)C=CC=C1 (2-(2-chlorobenzyl)-4-tert.-butyl-toluene), ClC1=C(CC2=C(C=C(C=C2)C(C)(C)C)C)C=CC=C1 (2-(2-chlorobenzyl)-5-tert.-butyltoluene). Reagents/catalysts: [Fe](Cl)(Cl)Cl (iron(III) chloride). Conditions: temperature 50 celsius, time 6 hour. Yields the product ClC1=C(CC2=C(C=CC=C2)C)C=CC=C1 (2-(2-chlorobenzyl)toluene). Yield: 15.7%. Reaction SMILES: [Cl:1][C:2]1[CH:19]=[CH:18][CH:17]=[CH:16][C:3]=1[CH2:4][C:5]1[CH:10]=[C:9](C(C)(C)C)[CH:8]=[CH:7][C:6]=1[CH3:15].ClC1C=CC=CC=1CC1C=CC(C(C)(C)C)=CC=1C.C1(C)C=CC=CC=1>[Fe](Cl)(Cl)Cl>[Cl:1][C:2]1[CH:19]=[CH:18][CH:17]=[CH:16][C:3]=1[CH2:4][C:5]1[CH:10]=[CH:9][CH:8]=[CH:7][C:6]=1[CH3:15]. Procedure: 3.49 g (10.00 mmol) of an isomeric mixture comprising 45% of 2-(2-chlorobenzyl)-4-tert.-butyl-toluene and 55% of 2-(2-chlorobenzyl)-5-tert.-butyltoluene (total content of both isomers in the charge material: 78%), 9.2 g (100.00 mmol) of toluene, dried, and 0.8 g (5.00 mmol) of anhydrous, sublimed iron(III) chloride were placed in a flask, fitted with magnetic stirrer and reflux condenser. The mixture was stirred for 6 h at 50° C. The mixture (13.5 g) was then cooled to room temperature and analy... The reactants are NOC1=CCCCCC1 (1-aza-2-methoxy-1-cycloheptene), OCCCNNC(=O)NN (3-hydroxypropylcarbohydrazide), C(CCC)O (butanol). The product is OCCCC1=NN=C2N1CCCCC2 (3-(3-hydroxypropyl)-6,7,8,9-tetrahydro-5H-1,2,4-triazolo[4,3-a]azepine). Reaction SMILES: NOC1C[CH2:8][CH2:7][CH2:6][CH2:5][CH:4]=1.O[CH2:11][CH2:12][CH2:13][NH:14][NH:15][C:16]([NH:18]N)=O.[CH2:20]([OH:24])CCC>>[OH:24][CH2:20][CH2:11][CH2:12][C:13]1[N:18]2[CH2:4][CH2:5][CH2:6][CH2:7][CH2:8][C:16]2=[N:15][N:14]=1. Reported procedure: To a solution (150 ml) of 1-aza-2-methoxy-1-cycloheptene (23.6 g) in butanol was added 3-hydroxypropylcarbohydrazide (23 g) with stirring, and the mixture was refluxed under heating for 3 hours. After the completion of the reaction, the solvent was evaporated under reduced pressure, and the obtained residue was subjected to silica gel column chromatography to give 29 g of 3-(3-hydroxypropyl)-6,7,8,9-tetrahydro-5H-1,2,4-triazolo[4,3-a]azepine. To a solution of this compound (0.98 g) in dimethylfo... Starting materials: CC(=CC(=O)O)CCC=C(CCC=C(CCC=C(C)C)C)C (3,7,11,15-tetramethyl-2,6,10,14-hexadecatetraenoic acid), N1C=NC=C1 (imidazole). Yields the product CC(=CC(=O)N1C=NC=C1)CCC=C(CCC=C(CCC=C(C)C)C)C (N-(3,7,11,15-Tetramethyl-2,6,10,14-hexadecatetraenoyl)-imidazole). Isolated yield 91.5%. As a reaction SMILES: [CH3:1][C:2]([CH2:7][CH2:8][CH:9]=[C:10]([CH3:22])[CH2:11][CH2:12][CH:13]=[C:14]([CH3:21])[CH2:15][CH2:16][CH:17]=[C:18]([CH3:20])[CH3:19])=[CH:3][C:4]([OH:6])=O.[NH:23]1[CH:27]=[CH:26][N:25]=[CH:24]1>>[CH3:1][C:2]([CH2:7][CH2:8][CH:9]=[C:10]([CH3:22])[CH2:11][CH2:12][CH:13]=[C:14]([CH3:21])[CH2:15][CH2:16][CH:17]=[C:18]([CH3:20])[CH3:19])=[CH:3][C:4]([N:23]1[CH:27]=[CH:26][N:25]=[CH:24]1)=[O:6]. Reported procedure: The same procedure as in Example 1 was repeated except that 6.1 g of 3,7,11,15-tetramethyl-2,6,10,14-hexadecatetraenoic acid and 1.4 g of imidazole were used as the starting materials. 6.5 g (91%) of the title compound was obtained as a colorless oil. The reactants are O=C(O)c1ccc([N+](=O)[O-])s1, NCC(=O)NC(c1cccc(F)c1)c1cccc(F)c1. Product: O=C(CNC(=O)c1ccc([N+](=O)[O-])s1)NC(c1cccc(F)c1)c1cccc(F)c1. Reaction SMILES: [N+:21](=[O:22])([O-:23])[c:24]1[cH:25][cH:26][c:27]([C:29](=[O:30])[OH:31])[s:28]1.[NH2:1][CH2:2][C:3](=[O:4])[NH:5][CH:6]([c:7]1[cH:8][c:9]([F:13])[cH:10][cH:11][cH:12]1)[c:14]1[cH:15][c:16]([F:20])[cH:17][cH:18][cH:19]1>>[NH:1]([CH2:2][C:3](=[O:4])[NH:5][CH:6]([c:7]1[cH:8][c:9]([F:13])[cH:10][cH:11][cH:12]1)[c:14]1[cH:15][c:16]([F:20])[cH:17][cH:18][cH:19]1)[C:29]([c:27]1[cH:26][cH:25][c:24]([N+:21](=[O:22])[O-:23])[s:28]1)=[O:30]. Starting materials: B, COB(OC)OC, CO, CC(Cl)Cl, O=C(O)c1ccc([N+](=O)[O-])c(O)c1, c1ccncc1. Product: O=[N+]([O-])c1ccc(CO)cc1O. Reaction SMILES: [BH3:27].[CH3:14][O:15][B:16]([O:17][CH3:18])[O:19][CH3:20].[CH3:28][OH:29].[Cl:30][CH:31]([Cl:32])[CH3:33].[OH:1][c:2]1[cH:3][c:4]([C:5](=[O:6])[OH:7])[cH:8][cH:9][c:10]1[N+:11](=[O:12])[O-:13].[n:21]1[cH:22][cH:23][cH:24][cH:25][cH:26]1>>[OH:1][c:2]1[cH:3][c:4]([CH2:5][OH:6])[cH:8][cH:9][c:10]1[N+:11](=[O:12])[O-:13]. Reactants: O=C1CCc2cc(Br)c(O)cc2O1, C1CCOC1, CO, ClCCl, CCOC(=O)N=NC(=O)OCC, O, c1ccc(P(c2ccccc2)c2ccccc2)cc1. As a reaction SMILES: [Br:1][c:2]1[cH:3][c:4]2[c:9]([cH:10][c:11]1[OH:12])[O:8][C:7](=[O:13])[CH2:6][CH2:5]2.[CH2:47]1[O:48][CH2:49][CH2:50][CH2:51]1.[CH3:45][OH:46].[Cl:52][CH2:53][Cl:54].[O:14]=[C:15]([O:16][CH2:17][CH3:18])[N:19]=[N:20][C:21]([O:22][CH2:23][CH3:24])=[O:25].[OH2:55].[c:26]1([P:27]([c:28]2[cH:29][cH:30][cH:31][cH:32][cH:33]2)[c:34]2[cH:35][cH:36][cH:37][cH:38][cH:39]2)[cH:40][cH:41][cH:42][cH:43][cH:44]1>>[Br:1][c:2]1[cH:3][c:4]2[c:9]([cH:10][c:11]1[O:12][CH3:15])[O:8][C:7](=[O:13])[CH2:6][CH2:5]2. The product is COc1cc2c(cc1Br)CCC(=O)O2. Solvent: CN(C=O)C (N,N-dimethylformamide). Product: S1C(=NC2=C1C=CC=C2)N2[C@@H](CCC2)C(=O)O ((2S)-1-(1,3-benzothiazol-2-yl)pyrrolidine-2-carboxylic acid). The reagents and catalysts are [Cu](I)I (copper iodide). Run at temperature 100 celsius, time 8 hour. Procedure: To a solution of 28 mg (0.24 mmol) of L-Proline in N,N-dimethylformamide (3 mL) at ambient temperature was added 51 mg (0.24 mmol) of 2-bromobenzothiazole, 100 mg (0.72 mmol) of potassium carbonate, and 6 mg (0.03 mmol) of copper iodide. The reaction mixture was stirred at 100° C. overnight. It was then filtered and purified by reverse-phase HPLC (TMC Pro-Pac C18; 0-60% 0.1% trifluoroacetic acid in acetonitrile/0.1% trifluoroacetic acid in water gradient). The pure fractions were lyophilized ove... As a reaction SMILES: [NH:1]1[CH2:8][CH2:7][CH2:6][C@H:2]1[C:3]([OH:5])=[O:4].Br[C:10]1[S:11][C:12]2[CH:18]=[CH:17][CH:16]=[CH:15][C:13]=2[N:14]=1.C(=O)([O-])[O-].[K+].[K+]>CN(C)C=O.[Cu](I)I>[S:11]1[C:12]2[CH:18]=[CH:17][CH:16]=[CH:15][C:13]=2[N:14]=[C:10]1[N:1]1[CH2:8][CH2:7][CH2:6][C@H:2]1[C:3]([OH:5])=[O:4] |f:2.3.4|. The reactants are N1[C@H](C(=O)O)CCC1 (L-Proline), BrC=1SC2=C(N1)C=CC=C2 (2-bromobenzothiazole), C([O-])([O-])=O.[K+].[K+] (potassium carbonate). The yield is 58.7%. Starting materials: C(C1=CC=CC=C1)C=1C=C2C(NC(=NC2=CC1Cl)N1N=CC(=C1)C(=O)OCC)=O (ethyl 1-(6-benzyl-7-chloro-4-oxo-3,4-dihydroquinazolin-2-yl)-1H-pyrazole-4-carboxylate), C(C)NCC (diethylamine). Product: C(C1=CC=CC=C1)C=1C=C2C(=NC(=NC2=CC1Cl)N1N=CC(=C1)C(=O)O)N(CC)CC (1-(6-Benzyl-4-(diethylamino)-7-chloroquinazolin-2-yl)-1H-pyrazole-4-carboxylic acid). RXN SMILES: [CH2:1]([C:8]1[CH:9]=[C:10]2[C:15](=[CH:16][C:17]=1[Cl:18])[N:14]=[C:13]([N:19]1[CH:23]=[C:22]([C:24]([O:26]CC)=[O:25])[CH:21]=[N:20]1)[NH:12][C:11]2=O)[C:2]1[CH:7]=[CH:6][CH:5]=[CH:4][CH:3]=1.[CH2:30]([NH:32][CH2:33][CH3:34])[CH3:31]>>[CH2:1]([C:8]1[CH:9]=[C:10]2[C:15](=[CH:16][C:17]=1[Cl:18])[N:14]=[C:13]([N:19]1[CH:23]=[C:22]([C:24]([OH:26])=[O:25])[CH:21]=[N:20]1)[N:12]=[C:11]2[N:32]([CH2:33][CH3:34])[CH2:30][CH3:31])[C:2]1[CH:3]=[CH:4][CH:5]=[CH:6][CH:7]=1. Reported procedure: The above compound may be made analogous to Example 1 using ethyl 1-(6-benzyl-7-chloro-4-oxo-3,4-dihydroquinazolin-2-yl)-1H-pyrazole-4-carboxylate in step D and diethylamine in step E. MS (ESI): predicted mass calcd. for C23H22ClN5O2, 435.9 The reactants are C(C)OC(CNN)OCC (hydrazino-acetaldehyd diethylacetal), CN=C=S (methylisothiocyanate). Run in C(C)O (ethanol). Product: C(C)OC(CN(N)C(=S)NC)OCC (2-(2,2-diethoxy-ethyl)-4-methyl-thiosemicarbazide). As a reaction SMILES: [CH2:1]([O:3][CH:4]([O:8][CH2:9][CH3:10])[CH2:5][NH:6][NH2:7])[CH3:2].[CH3:11][N:12]=[C:13]=[S:14]>C(O)C>[CH2:1]([O:3][CH:4]([O:8][CH2:9][CH3:10])[CH2:5][N:6]([C:13]([NH:12][CH3:11])=[S:14])[NH2:7])[CH3:2]. Procedure: A mixture of 4 g of hydrazino-acetaldehyd diethylacetal in 40 ml of ethanol is stirred with 1.97 g of methylisothiocyanate for ca. 4 hours at room temperature, the solvent is evaporated off and 2-(2,2-diethoxy-ethyl)-4-methyl-thiosemicarbazide is obtained in crystalline form. Starting materials: Clc1ccccc1, CC(C)C(N)CO, O=C(O)CCc1ccccc1. The product is CC(C)C1COC(CCc2ccccc2)=N1. As a reaction SMILES: [Cl:19][c:20]1[cH:21][cH:22][cH:23][cH:24][cH:25]1.[NH2:12][CH:13]([CH:14]([CH3:15])[CH3:16])[CH2:17][OH:18].[OH:1][C:2](=[O:3])[CH2:4][CH2:5][c:6]1[cH:7][cH:8][cH:9][cH:10][cH:11]1>>[C:2]1([CH2:4][CH2:5][c:6]2[cH:7][cH:8][cH:9][cH:10][cH:11]2)=[N:12][CH:13]([CH:14]([CH3:15])[CH3:16])[CH2:17][O:3]1.